Dataset: the Open Reaction Database (ORD), a public repository of structured organic reaction records. Task: describe an organic reaction: reactants, conditions, products, and yield Reactants: CC(C)=O, OO, COc1ccc(CO)cc1. Product: COc1ccc(C=O)cc1. As a reaction SMILES: [CH3:13][C:14](=[O:15])[CH3:16].[OH:11][OH:12].[OH:1][CH2:2][c:3]1[cH:4][cH:5][c:6]([O:7][CH3:8])[cH:9][cH:10]1>>[O:1]=[CH:2][c:3]1[cH:4][cH:5][c:6]([O:7][CH3:8])[cH:9][cH:10]1. Starting materials: CCOC(=O)C1CCN(C(=O)OC(C)(C)C)CC1, CCI, C1CCOC1, CC(C)[N-]C(C)C, [Li+], O. Yields the product CCOC(=O)C1(CC)CCN(C(=O)OC(C)(C)C)CC1. As a reaction SMILES: [CH2:1]([CH3:2])[O:3][C:4]([CH:5]1[CH2:6][CH2:7][N:8]([C:11](=[O:12])[O:13][C:14]([CH3:15])([CH3:16])[CH3:17])[CH2:9][CH2:10]1)=[O:18].[CH2:27]([I:28])[CH3:29].[CH2:31]1[O:32][CH2:33][CH2:34][CH2:35]1.[CH:19]([CH3:20])([N-:21][CH:22]([CH3:23])[CH3:24])[CH3:25].[Li+:26].[OH2:30]>>[CH2:1]([CH3:2])[O:3][C:4]([C:5]1([CH2:19][CH3:20])[CH2:6][CH2:7][N:8]([C:11](=[O:12])[O:13][C:14]([CH3:15])([CH3:16])[CH3:17])[CH2:9][CH2:10]1)=[O:18]. The product is CCC(=O)c1ccc(OCc2cccc(Oc3ccc(C(=O)O)cn3)c2)c(C)c1O. The reactants are CCC(=O)c1ccc(OCc2cccc(Oc3ccc(C(=O)OC)cn3)c2)c(C)c1O, Cl, [Li+], C1CCOC1, [OH-], O. Reaction SMILES: [CH3:1][O:2][C:3]([c:4]1[cH:5][n:6][c:7]([O:10][c:11]2[cH:12][c:13]([CH2:17][O:18][c:19]3[c:20]([CH3:30])[c:21]([OH:29])[c:22]([C:25]([CH2:26][CH3:27])=[O:28])[cH:23][cH:24]3)[cH:14][cH:15][cH:16]2)[cH:8][cH:9]1)=[O:31].[ClH:35].[Li+:32].[O:36]1[CH2:37][CH2:38][CH2:39][CH2:40]1.[OH-:33].[OH2:34]>>[O:2]=[C:3]([c:4]1[cH:5][n:6][c:7]([O:10][c:11]2[cH:12][c:13]([CH2:17][O:18][c:19]3[c:20]([CH3:30])[c:21]([OH:29])[c:22]([C:25]([CH2:26][CH3:27])=[O:28])[cH:23][cH:24]3)[cH:14][cH:15][cH:16]2)[cH:8][cH:9]1)[OH:31]. Reactants: O=C(c1ncc[nH]1)c1ncc[nH]1, CN(C)C=O, CC(C)CC(C(=O)O)N1CC(Oc2cccc(C(C)(C)O)c2F)=CC1=O, Nc1cnccn1. The product is CC(C)CC(C(=O)Nc1cnccn1)N1CC(Oc2cccc(C(C)(C)O)c2F)=CC1=O. As a reaction SMILES: [C:34]([c:35]1[nH:36][cH:37][cH:38][n:39]1)([c:40]1[nH:41][cH:42][cH:43][n:44]1)=[O:45].[CH3:46][N:47]([CH3:48])[CH:49]=[O:50].[F:1][c:2]1[c:3]([O:4][C:5]2=[CH:6][C:7](=[O:18])[N:8]([CH:10]([C:11](=[O:12])[OH:13])[CH2:14][CH:15]([CH3:16])[CH3:17])[CH2:9]2)[cH:19][cH:20][cH:21][c:22]1[C:23]([CH3:24])([CH3:25])[OH:26].[NH2:27][c:28]1[n:29][cH:30][cH:31][n:32][cH:33]1>>[F:1][c:2]1[c:3]([O:4][C:5]2=[CH:6][C:7](=[O:18])[N:8]([CH:10]([C:11](=[O:13])[NH:27][c:28]3[n:29][cH:30][cH:31][n:32][cH:33]3)[CH2:14][CH:15]([CH3:16])[CH3:17])[CH2:9]2)[cH:19][cH:20][cH:21][c:22]1[C:23]([CH3:24])([CH3:25])[OH:26]. Reported procedure: A stirred solution of methyl 5-acetyl-2-ethoxybenzoate (9.6 g, 0.043 mol) in a mixture of 1,4-dioxane (80 ml) and water (80 ml) was treated with 5N aqueous sodium hydroxide solution (44 ml, 0.217 mol). The mixture was stirred at room temperature for 18 hours then the solvents evaporated under vacuum. The residue was dissolved in water (100 ml), then this solution was acidified to pH 1 with concentrated hydrochloric acid and extracted with ethyl acetate (4×100 ml). The organic extracts were combi... Reaction SMILES: [C:1]([C:4]1[CH:5]=[CH:6][C:7]([O:14][CH2:15][CH3:16])=[C:8]([CH:13]=1)[C:9]([O:11]C)=[O:10])(=[O:3])[CH3:2].[OH-].[Na+]>O1CCOCC1.O>[C:1]([C:4]1[CH:5]=[CH:6][C:7]([O:14][CH2:15][CH3:16])=[C:8]([CH:13]=1)[C:9]([OH:11])=[O:10])(=[O:3])[CH3:2] |f:1.2|. Yield: 60.3%. Product: C(C)(=O)C=1C=CC(=C(C(=O)O)C1)OCC (5-Acetyl-2-ethoxybenzoic acid). Starting materials: C(C)(=O)C=1C=CC(=C(C(=O)OC)C1)OCC (methyl 5-acetyl-2-ethoxybenzoate), [OH-].[Na+] (sodium hydroxide). Solvent: O1CCOCC1 (1,4-dioxane), O (water). Conditions: time 18 hour.